From a dataset of the Open Reaction Database (ORD), a public repository of structured organic reaction records. describe an organic reaction: reactants, conditions, products, and yield The reactants are C(C)OC(=O)C1=CN(C2=CC(=C(C=C2C1=O)F)F)C(C)(C)C (6,7-difluoro-1-(1,1-dimethylethyl)-1,4-dihydro-4-oxo-3-quinolinecarboxylic acid ethyl ester), [OH-].[Na+] (sodium hydroxide). Run in C(C)O (ethanol). Reaction conditions: time 8 hour. Product: FC=1C=C2C(C(=CN(C2=CC1F)C(C)(C)C)C(=O)O)=O (6,7-Difluoro-1-(1,1-Dimethylethyl)-1,4-Dihydro-4-Oxo-3-Quinoline Carboxylic Acid). As a reaction SMILES: C([O:3][C:4]([C:6]1[C:15](=[O:16])[C:14]2[C:9](=[CH:10][C:11]([F:18])=[C:12]([F:17])[CH:13]=2)[N:8]([C:19]([CH3:22])([CH3:21])[CH3:20])[CH:7]=1)=[O:5])C.[OH-].[Na+]>C(O)C>[F:17][C:12]1[CH:13]=[C:14]2[C:9](=[CH:10][C:11]=1[F:18])[N:8]([C:19]([CH3:21])([CH3:22])[CH3:20])[CH:7]=[C:6]([C:4]([OH:5])=[O:3])[C:15]2=[O:16] |f:1.2|. Procedure: A mixture of 6.08 g (19.7 mmoles) of 6,7-difluoro-1-(1,1-dimethylethyl)-1,4-dihydro-4-oxo-3-quinolinecarboxylic acid ethyl ester and 19.7 mmoles of 2N aqueous sodium hydroxide in 80 mL of ethanol was stirred overnight. The resulting mixture was concentrated in vacuo, taken up with 200 mL of water and extracted with dichloromethane. About 8 mL of 2N HCl was added to the aqueous layer to adjust the pH to 3. The precipitate was collected by filtration, washed with H2O and dried to give 4.47 g, of t... Starting materials: BrC1=C(C(=CC=C1)[N+](=O)[O-])NC1=CC=CC=C1 ((2-Bromo-6-nitrophenyl)phenylamine), Cl[Sn]Cl.O (SnCl2.H2O). The solvent is CCOC(=O)C (EtOAc), C(=O)(O)[O-].[Na+] (NaHCO3), C(=O)(O)[O-].[Na+] (NaHCO3). Yields the product BrC1=C(C(=CC=C1)N)NC1=CC=CC=C1 (3-Bromo-N2-phenylbenzene-1,2-diamine). Yield: 73.8%. RXN SMILES: [Br:1][C:2]1[CH:7]=[CH:6][CH:5]=[C:4]([N+:8]([O-])=O)[C:3]=1[NH:11][C:12]1[CH:17]=[CH:16][CH:15]=[CH:14][CH:13]=1.Cl[Sn]Cl.O>CCOC(C)=O.C([O-])(O)=O.[Na+]>[Br:1][C:2]1[CH:7]=[CH:6][CH:5]=[C:4]([NH2:8])[C:3]=1[NH:11][C:12]1[CH:13]=[CH:14][CH:15]=[CH:16][CH:17]=1 |f:1.2,4.5|. Reported procedure: (2-Bromo-6-nitrophenyl)phenylamine (6.5 g, 22.7 mmol) was dissolved in EtOAc (100 mL) and SnCl2.H2O (25 g) added under a nitrogen atmosphere. The resulting mixture was heated at reflux for 5 h. The cooled reaction mixture was diluted with NaHCO3 (aq. satd. solution, 100 mL) and additional NaHCO3 added until all effervescence had ceased. The mixture was filtered through Celite® to remove insoluble inorganic material. The EtOAc layer was separated, washed with brine, dried (Na2SO4) and concentrate... Reactants: O1CCOC12CCNCC2 (1,4-Dioxa-8-azaspiro[4.5]decane), BrC1=CC=C(C=C1)I (1-bromo-4-iodobenzene), CC(C)([O-])C.[Na+] (sodium tert-butoxide). Run in C1(=CC=CC=C1)C (toluene). Conditions: temperature 140 celsius. Product: BrC1=CC=C(C=C1)N1CCC2(OCCO2)CC1 (8-(4-Bromophenyl)-1,4-dioxa-8-azaspiro[4.5]decane). As a reaction SMILES: [O:1]1[C:5]2([CH2:10][CH2:9][NH:8][CH2:7][CH2:6]2)[O:4][CH2:3][CH2:2]1.[Br:11][C:12]1[CH:17]=[CH:16][C:15](I)=[CH:14][CH:13]=1.CC(C)([O-])C.[Na+]>C1(C)C=CC=CC=1>[Br:11][C:12]1[CH:17]=[CH:16][C:15]([N:8]2[CH2:9][CH2:10][C:5]3([O:4][CH2:3][CH2:2][O:1]3)[CH2:6][CH2:7]2)=[CH:14][CH:13]=1 |f:2.3|. Procedure details: 1,4-Dioxa-8-azaspiro[4.5]decane (1.63 mL) and 1-bromo-4-iodobenzene (3 g) are dissolved in toluene (75 mL), treated with sodium tert-butoxide (1.53 g) and purged for 10 minutes with argon. Acetato-(2′-di-tert.-butylphosphino-1,1′-biphenyl-2-yl)-palladium-(II) (245 mg) is added and the mixture is heated for 15 minutes at 140° C. Then the mixture is partitioned between saturated aqueous NH4Cl solution and ethylacetate. The organic phase is washed with brine and dried (MgSO4). The solvents are evap... Reactants: FC(C=1C=C(C=C(C1)C(F)(F)F)COC1C(C(CC1)NC(=O)OCC1=CC=CC=C1)C1=CC=CC=C1)(F)F (1-(SR)-(3,5-Bis(trifluoromethyl)phenyl)methoxy-2-(SR)-phenyl-3-(RS)-(benzyloxycarbonylamino)cyclopentane), IC (iodomethane), [H-].[Na+] (sodium hydride). Solvent: CN(C)C=O (DMF). Reaction conditions: time 2 hour. The product is FC(C=1C=C(C=C(C1)C(F)(F)F)COC1C(C(CC1)N(C)C(=O)OCC1=CC=CC=C1)C1=CC=CC=C1)(F)F (1-(SR)-(3,5-Bis(trifluoromethyl)phenyl)methoxy-2-(SR)-phenyl-3-(RS)-(N-(benzyloxycarbonyl)-N-methylamino) cyclopentane). RXN SMILES: [F:1][C:2]([F:38])([F:37])[C:3]1[CH:4]=[C:5]([CH2:13][O:14][CH:15]2[CH2:19][CH2:18][CH:17]([NH:20][C:21]([O:23][CH2:24][C:25]3[CH:30]=[CH:29][CH:28]=[CH:27][CH:26]=3)=[O:22])[CH:16]2[C:31]2[CH:36]=[CH:35][CH:34]=[CH:33][CH:32]=2)[CH:6]=[C:7]([C:9]([F:12])([F:11])[F:10])[CH:8]=1.I[CH3:40].[H-].[Na+]>CN(C=O)C>[F:1][C:2]([F:37])([F:38])[C:3]1[CH:4]=[C:5]([CH2:13][O:14][CH:15]2[CH2:19][CH2:18][CH:17]([N:20]([C:21]([O:23][CH2:24][C:25]3[CH:26]=[CH:27][CH:28]=[CH:29][CH:30]=3)=[O:22])[CH3:40])[CH:16]2[C:31]2[CH:36]=[CH:35][CH:34]=[CH:33][CH:32]=2)[CH:6]=[C:7]([C:9]([F:10])([F:11])[F:12])[CH:8]=1 |f:2.3|. Reported procedure: To a solution of 500 mg of benzyl carbamate prepared in Example 4, Step B and 0.12 mL of iodomethane in 5 mL of DMF was added 60 mg of 60% sodium hydride in mineral oil. After 2 hours, the reaction was quenched with 2N hydrochloric acid and water and extracted twice with ethyl acetate. The organic layers were washed with a portion of brine, combined, dried over sodium sulfate and evaporated. The residue was purified by flash chromatography eluting with 25% ethyl acetate in hexanes to obtain 500 ... The reactants are C(C)(C)(C)OC(=O)N1C[C@@H]([C@H](CC1)C1=CC=C(C=C1)OCCCOCC(F)(F)F)OCC1=CC=C2CCCN(C2=C1)CCCOS(=O)(=O)C ((3R,4R)-3-[1-(3-methanesulfonyloxy-propyl)-1,2,3,4-tetrahydro-quinolin-7-ylmethoxy]-4-[4-[3-(2,2,2-trifluoro-ethoxy)-propoxy]-phenyl]-piperidine-1-carboxylic acid tert-butyl ester), [H-].[Na+].CO (sodium hydride methanol). Product: C(C)(C)(C)OC(=O)N1C[C@@H]([C@H](CC1)C1=CC=C(C=C1)OCCCOCC(F)(F)F)OCC1=CC=C2CCCN(C2=C1)CCCOC ((3R,4R)-3-[1-(3-methoxy-propyl)-1,2,3,4-tetrahydro-quinolin-7-ylmethoxy]-4-[4-[3-(2,2,2-trifluoro-ethoxy)-propoxy]-phenyl]-piperidine-1-carboxylic acid tert-butyl ester). Reaction SMILES: [C:1]([O:5][C:6]([N:8]1[CH2:13][CH2:12][C@H:11]([C:14]2[CH:19]=[CH:18][C:17]([O:20][CH2:21][CH2:22][CH2:23][O:24][CH2:25][C:26]([F:29])([F:28])[F:27])=[CH:16][CH:15]=2)[C@@H:10]([O:30][CH2:31][C:32]2[CH:41]=[C:40]3[C:35]([CH2:36][CH2:37][CH2:38][N:39]3[CH2:42][CH2:43][CH2:44][O:45]S(C)(=O)=O)=[CH:34][CH:33]=2)[CH2:9]1)=[O:7])([CH3:4])([CH3:3])[CH3:2].[H-].[Na+].[CH3:52]O>>[C:1]([O:5][C:6]([N:8]1[CH2:13][CH2:12][C@H:11]([C:14]2[CH:19]=[CH:18][C:17]([O:20][CH2:21][CH2:22][CH2:23][O:24][CH2:25][C:26]([F:29])([F:28])[F:27])=[CH:16][CH:15]=2)[C@@H:10]([O:30][CH2:31][C:32]2[CH:41]=[C:40]3[C:35]([CH2:36][CH2:37][CH2:38][N:39]3[CH2:42][CH2:43][CH2:44][O:45][CH3:52])=[CH:34][CH:33]=2)[CH2:9]1)=[O:7])([CH3:4])([CH3:3])[CH3:2] |f:1.2.3|. Procedure: In analogy to the procedure described in example 14(a), the crude (3R,4R)-3-[1-(3-methanesulfonyloxy-propyl)-1,2,3,4-tetrahydro-quinolin-7-ylmethoxy]-4-[4-[3-(2,2,2-trifluoro-ethoxy)-propoxy]-phenyl]-piperidine-1-carboxylic acid tert-butyl ester was treated with sodium hydride/methanol to yield the (3R,4R)-3-[1-(3-methoxy-propyl)-1,2,3,4-tetrahydro-quinolin-7-ylmethoxy]-4-[4-[3-(2,2,2-trifluoro-ethoxy)-propoxy]-phenyl]-piperidine-1-carboxylic acid tert-butyl ester as a light yellow oil; MS: 651 ... Starting materials: COC1=CC2=C(CC(N(CC2)CCCCl)=O)C=C1OC (3-(7,8-dimethoxy-1,3,4,5-tetrahydro-2H-3-benzazepin-2-on-3-yl)-1-chloropropane), CNCCCOC1=CC(=C(C=C1)OC)OC (N-methyl-3-(3,4-dimethoxyphenyloxy)-propylamine). Yields the product COC1=CC2=C(CC(N(CC2)CCCN(CCCOC2=CC(=C(C=C2)OC)OC)C)=O)C=C1OC (N-[3-(7,8-Dimethoxy-1,3,4,5-tetrahydro-2H-3-benzazepin-2-on-3-yl)-propyl]-N-[3-(3,4-dimethoxyphenyloxy)-propyl]-methylamine). RXN SMILES: [CH3:1][O:2][C:3]1[C:18]([O:19][CH3:20])=[CH:17][C:6]2[CH2:7][C:8](=[O:16])[N:9]([CH2:12][CH2:13][CH2:14]Cl)[CH2:10][CH2:11][C:5]=2[CH:4]=1.[CH3:21][NH:22][CH2:23][CH2:24][CH2:25][O:26][C:27]1[CH:32]=[CH:31][C:30]([O:33][CH3:34])=[C:29]([O:35][CH3:36])[CH:28]=1>>[CH3:1][O:2][C:3]1[C:18]([O:19][CH3:20])=[CH:17][C:6]2[CH2:7][C:8](=[O:16])[N:9]([CH2:12][CH2:13][CH2:14][N:22]([CH3:21])[CH2:23][CH2:24][CH2:25][O:26][C:27]3[CH:32]=[CH:31][C:30]([O:33][CH3:34])=[C:29]([O:35][CH3:36])[CH:28]=3)[CH2:10][CH2:11][C:5]=2[CH:4]=1. Procedure details: The title compound is prepared from 3-(7,8-dimethoxy-1,3,4,5-tetrahydro-2H-3-benzazepin-2-on-3-yl)-1-chloropropane and N-methyl-3-(3,4-dimethoxyphenyloxy)-propylamine analogously to Example 6. The reactants are Cc1ccc(S(=O)(=O)OCc2noc(C(CCCC3CCCCC3)CC(=O)OC(C)(C)C)n2)cc1, CC(C)N. Product: CC(C)NCc1noc(C(CCCC2CCCCC2)CC(=O)OC(C)(C)C)n1. RXN SMILES: [C:1]([CH3:2])([CH3:3])([CH3:4])[O:5][C:6]([CH2:7][CH:8]([CH2:9][CH2:10][CH2:11][CH:12]1[CH2:13][CH2:14][CH2:15][CH2:16][CH2:17]1)[c:18]1[n:19][c:20]([CH2:23][O:24][S:25]([c:26]2[cH:27][cH:28][c:29]([CH3:30])[cH:31][cH:32]2)(=[O:33])=[O:34])[n:21][o:22]1)=[O:35].[CH3:36][CH:37]([CH3:38])[NH2:39]>>[C:1]([CH3:2])([CH3:3])([CH3:4])[O:5][C:6]([CH2:7][CH:8]([CH2:9][CH2:10][CH2:11][CH:12]1[CH2:13][CH2:14][CH2:15][CH2:16][CH2:17]1)[c:18]1[n:19][c:20]([CH2:23][NH:39][CH:37]([CH3:36])[CH3:38])[n:21][o:22]1)=[O:35]. Reactants: C(=O)(O)C1=CC=C2C(C(=O)N(C2=O)C(C(=O)N2NCCC2C(=O)OC(C)(C)C)CC)=C1 (tert.butyl 2-(5-carboxy-2-phthalimidobutyryl)-3-pyrazolidinecarboxylate), C(C)N1CCOCC1 (N-ethylmorpholine), C(C)N1CCOCC1 (N-ethylmorpholine), P(Cl)(Cl)(Cl)(Cl)Cl (phosphorus pentachloride), P(Cl)(Cl)(Cl)(Cl)Cl (phosphorus pentachloride), C(C)N1CCOCC1 (N-ethylmorpholine). The solvent is O1CCCC1 (tetrahydrofuran). Reaction conditions: time 1 hour. Product: O=C1N2N(C([C@H](CC1)N1C(C=3C(C1=O)=CC=CC3)=O)=O)[C@@H](CC2)C(=O)OC(C)(C)C (tert.butyl 2,3,6,7,8,9-hexahydro-5,9-dioxo-8(S)-phthalimido-1H,5H-pyrazolo[1,2-α][1,2]diazepine-1(S)-carboxylate). Yield: 33.3%. As a reaction SMILES: C([C:4]1[CH:31]=[C:8]2[C:9]([N:11]([CH:14]([CH2:29][CH3:30])[C:15]([N:17]3[CH:21]([C:22]([O:24][C:25]([CH3:28])([CH3:27])[CH3:26])=[O:23])[CH2:20][CH2:19][NH:18]3)=[O:16])[C:12](=[O:13])[C:7]2=[CH:6][CH:5]=1)=[O:10])(O)=O.C(N1CC[O:37][CH2:36]C1)C.P(Cl)(Cl)(Cl)(Cl)Cl>O1CCCC1>[O:37]=[C:36]1[CH2:30][CH2:29][C@H:14]([N:11]2[C:12](=[O:13])[C:7]3=[CH:6][CH:5]=[CH:4][CH:31]=[C:8]3[C:9]2=[O:10])[C:15](=[O:16])[N:17]2[C@H:21]([C:22]([O:24][C:25]([CH3:26])([CH3:28])[CH3:27])=[O:23])[CH2:20][CH2:19][N:18]12. Procedure details: A stirred solution of 3.45 g of the tert.butyl 2-(5-carboxy-2-phthalimidobutyryl)-3-pyrazolidinecarboxylate and 0.92 g of N-ethylmorpholine in 50 ml of dry tetrahydrofuran was cooled to 0° C. and treated with 1.66 g of phosphorus pentachloride. After 1 hour, a further 0.92 g of N-ethylmorpholine and 1.66 g of phosphorus pentachloride were added and, after a further 1 hour, another 0.92 g of N-ethylmorpholine was added. The solvent was removed by evaporation and the residue was partitioned betwee... Starting materials: C1(=C(C=CC=C1)CCNC(C)=O)C (N-(2-o-tolyl-ethyl)-acetamide), O=P12OP3(=O)OP(=O)(O1)OP(=O)(O2)O3 (phosphorus pentoxide). The product is CC1=NCCC2=C(C=CC=C12)C (1,5-Dimethyl-3,4-dihydro-isoquinoline). Yield: 59.0%. RXN SMILES: [C:1]1([CH3:13])[CH:6]=[CH:5][CH:4]=[CH:3][C:2]=1[CH2:7][CH2:8][NH:9][C:10](=O)[CH3:11].O=P12OP3(OP(OP(O3)(O1)=O)(=O)O2)=O>>[CH3:11][C:10]1[C:3]2[C:2](=[C:1]([CH3:13])[CH:6]=[CH:5][CH:4]=2)[CH2:7][CH2:8][N:9]=1. Procedure details: In close analogy to the procedure described above, N-(2-o-tolyl-ethyl)-acetamide is reacted with phosphorus pentoxide to provide the title compound.